describe an organic reaction: reactants, conditions, products, and yield From a dataset of the Open Reaction Database (ORD), a public repository of structured organic reaction records. The reactants are Cc1ccc(NC(=O)CCC2CCCCC2)cc1N, O=C(O)c1ccc2ncccc2c1. Yields the product Cc1ccc(NC(=O)CCC2CCCCC2)cc1NC(=O)c1ccc2ncccc2c1. As a reaction SMILES: [NH2:14][c:15]1[cH:16][c:17]([NH:22][C:23]([CH2:24][CH2:25][CH:26]2[CH2:27][CH2:28][CH2:29][CH2:30][CH2:31]2)=[O:32])[cH:18][cH:19][c:20]1[CH3:21].[n:1]1[cH:2][cH:3][cH:4][c:5]2[cH:6][c:7]([C:11](=[O:12])[OH:13])[cH:8][cH:9][c:10]12>>[n:1]1[cH:2][cH:3][cH:4][c:5]2[cH:6][c:7]([C:11](=[O:13])[NH:14][c:15]3[cH:16][c:17]([NH:22][C:23]([CH2:24][CH2:25][CH:26]4[CH2:27][CH2:28][CH2:29][CH2:30][CH2:31]4)=[O:32])[cH:18][cH:19][c:20]3[CH3:21])[cH:8][cH:9][c:10]12. Starting materials: C1(=CC=CC=C1)C=1C(=NC(=CC1)C1=CC=C2CCCNC2=C1)C(=O)OC (methyl 3-phenyl-6-(1,2,3,4-tetrahydroquinolin-7-yl)picolinate), S1C(=NC2=C1C=CC=C2)NC(OC2=CC=C(C=C2)[N+](=O)[O-])=O (4-nitrophenyl benzo[d]thiazol-2-ylcarbamate). Run in CC#N (CH3CN). Yields the product S1C(=NC2=C1C=CC=C2)NC(=O)N2CCCC1=CC=C(C=C21)C2=CC=C(C(=N2)C(=O)O)C2=CC=CC=C2 (6-(1-(benzo[d]thiazol-2-ylcarbamoyl)-1,2,3,4-tetrahydroquinolin-7-yl)-3-phenylpicolinic acid), S1C(=NC2=C1C=CC=C2)NC(=O)N2CCCC1=CC=C(C=C21)C2=CC=C(C(=N2)C(=O)OC)C2=CC=CC=C2 (methyl 6-(1-(benzo[d]thiazol-2-ylcarbamoyl)-1,2,3,4-tetrahydroquinolin-7-yl)-3-phenylpicolinate). RXN SMILES: [C:1]1([C:7]2[C:8]([C:23]([O:25][CH3:26])=[O:24])=[N:9][C:10]([C:13]3[CH:22]=[C:21]4[C:16]([CH2:17][CH2:18][CH2:19][NH:20]4)=[CH:15][CH:14]=3)=[CH:11][CH:12]=2)[CH:6]=[CH:5][CH:4]=[CH:3][CH:2]=1.[S:27]1[C:31]2[CH:32]=[CH:33][CH:34]=[CH:35][C:30]=2[N:29]=[C:28]1[NH:36][C:37](=[O:48])[O:38]C1C=CC([N+]([O-])=O)=CC=1>CC#N>[S:27]1[C:31]2[CH:32]=[CH:33][CH:34]=[CH:35][C:30]=2[N:29]=[C:28]1[NH:36][C:37]([N:20]1[C:21]2[C:16](=[CH:15][CH:14]=[C:13]([C:10]3[N:9]=[C:8]([C:23]([OH:25])=[O:24])[C:7]([C:1]4[CH:2]=[CH:3][CH:4]=[CH:5][CH:6]=4)=[CH:12][CH:11]=3)[CH:22]=2)[CH2:17][CH2:18][CH2:19]1)=[O:38].[S:27]1[C:31]2[CH:32]=[CH:33][CH:34]=[CH:35][C:30]=2[N:29]=[C:28]1[NH:36][C:37]([N:20]1[C:21]2[C:16](=[CH:15][CH:14]=[C:13]([C:10]3[N:9]=[C:8]([C:23]([O:25][CH3:26])=[O:24])[C:7]([C:1]4[CH:2]=[CH:3][CH:4]=[CH:5][CH:6]=4)=[CH:12][CH:11]=3)[CH:22]=2)[CH2:17][CH2:18][CH2:19]1)=[O:48]. Procedure: A mixture of methyl 3-phenyl-6-(1,2,3,4-tetrahydroquinolin-7-yl)picolinate (29H) (17 mg, 0.049 mmol) and 4-nitrophenyl benzo[d]thiazol-2-ylcarbamate (19) (15.5 mg, 0.049 mmol) in anhydrous CH3CN (0.8 mL) was heated to reflux for 6 hours, cooled to rt, concentrated under reduced pressure, and the crude material was purified by column chromatography on silica gel eluting with a gradient of PE:EtOAc 72:28-55:45, to provide the desired product methyl 6-(1-(benzo[d]thiazol-2-ylcarbamoyl)-1,2,3,4-tetr... Reactants: [Al+3], [Cl-], [Cl-], [Cl-], c1ccccc1, O=C1OC(=O)c2sccc21. Product: O=C(c1ccccc1)c1ccsc1C(=O)O. As a reaction SMILES: [Al+3:12].[Cl-:11].[Cl-:13].[Cl-:14].[cH:15]1[cH:16][cH:17][cH:18][cH:19][cH:20]1.[s:1]1[c:2]2[c:3]([cH:4][cH:5]1)[C:6](=[O:7])[O:8][C:9]2=[O:10]>>[s:1]1[c:2]([C:9]([OH:8])=[O:10])[c:3]([C:6](=[O:7])[c:15]2[cH:16][cH:17][cH:18][cH:19][cH:20]2)[cH:4][cH:5]1. Starting materials: CCOC(=O)c1cnn(C(C)(C)C)c1N, CC#N, [Cl-], Cl, CC(C)(C)ON=O. Yields the product CCOC(=O)c1cnn(C(C)(C)C)c1Cl. Reaction SMILES: [CH2:9]([CH3:10])[O:11][C:12](=[O:13])[c:14]1[cH:15][n:16][n:17]([C:20]([CH3:21])([CH3:22])[CH3:23])[c:18]1[NH2:19].[CH3:25][C:26]#[N:27].[Cl-:8].[ClH:24].[N:1]([O:2][C:3]([CH3:4])([CH3:5])[CH3:6])=[O:7]>>[Cl:8][c:18]1[c:14]([C:12]([O:11][CH2:9][CH3:10])=[O:13])[cH:15][n:16][n:17]1[C:20]([CH3:21])([CH3:22])[CH3:23].